describe an organic reaction: reactants, conditions, products, and yield From a dataset of the Open Reaction Database (ORD), a public repository of structured organic reaction records. Reactants: N1=CC(=CC=C1)CN (3-pyridinemethanamine), FC1=CC=C(C=C1)CN1C(=NC2=C1C=CC=C2)NC2CCN(CC2)CCN=C=S (1-(4-fluorophenylmethyl)-N-[1-(2-isothiocyanatoethyl)-4-piperidinyl]-1H-benzimidazol-2-amine). Solvent: O1CCCC1 (tetrahydrofuran). Run at time 4 hour. The product is FC1=CC=C(C=C1)CN1C(=NC2=C1C=CC=C2)NC2CCN(CC2)CCNC(=S)NCC=2C=NC=CC2 (N-[2-[4-[[1-[(4-fluorophenyl)methyl]-1H-benzimidazol-2-yl]amino]-1-piperidinyl]ethyl]-N'-(3-pyridinylmethyl)thiourea). Isolated yield 65.7%. Reaction SMILES: [N:1]1[CH:6]=[CH:5][CH:4]=[C:3]([CH2:7][NH2:8])[CH:2]=1.[F:9][C:10]1[CH:15]=[CH:14][C:13]([CH2:16][N:17]2[C:21]3[CH:22]=[CH:23][CH:24]=[CH:25][C:20]=3[N:19]=[C:18]2[NH:26][CH:27]2[CH2:32][CH2:31][N:30]([CH2:33][CH2:34][N:35]=[C:36]=[S:37])[CH2:29][CH2:28]2)=[CH:12][CH:11]=1>O1CCCC1>[F:9][C:10]1[CH:15]=[CH:14][C:13]([CH2:16][N:17]2[C:21]3[CH:22]=[CH:23][CH:24]=[CH:25][C:20]=3[N:19]=[C:18]2[NH:26][CH:27]2[CH2:28][CH2:29][N:30]([CH2:33][CH2:34][NH:35][C:36]([NH:8][CH2:7][C:3]3[CH:2]=[N:1][CH:6]=[CH:5][CH:4]=3)=[S:37])[CH2:31][CH2:32]2)=[CH:12][CH:11]=1. Procedure details: A mixture of 1 part of 3-pyridinemethanamine, 3.9 parts of 1-(4-fluorophenylmethyl)-N-[1-(2-isothiocyanatoethyl)-4-piperidinyl]-1H-benzimidazol-2-amine and 45 parts of tetrahydrofuran was stirred for 4 hours at room temperature. The reaction mixture was evaporated in vacuo. The residue was purified by column-chromatography over silica gel using a mixture of trichloromethane and methanol (94:6 by volume) as eluent. The pure fractions were collected and the eluent was evaporated. The residue was c... Starting materials: IC (iodomethane), [Si](C)(C)(C(C)(C)C)OCC=1C=2N(C(=CC1)CO)N=C(C2)C(F)(F)F (4-t-butyldimethylsilyloxymethyl-7-hydroxymethyl-2-trifluoromethyl-pyrazolo[1,5-a]pyridine). The reagents and catalysts are [Ag]=O (Silver oxide). The solvent is C(C)#N (acetonitrile). Conditions: time 85 hour. Product: [Si](C)(C)(C(C)(C)C)OCC=1C=2N(C(=CC1)COC)N=C(C2)C(F)(F)F (4-t-butyldimethylsilyloxymethyl-7-methoxymethyl-2-trifluoromethyl-pyrazolo[1,5-a]pyridine). RXN SMILES: I[CH3:2].[Si:3]([O:10][CH2:11][C:12]1[C:13]2[N:14]([N:20]=[C:21]([C:23]([F:26])([F:25])[F:24])[CH:22]=2)[C:15]([CH2:18][OH:19])=[CH:16][CH:17]=1)([C:6]([CH3:9])([CH3:8])[CH3:7])([CH3:5])[CH3:4]>C(#N)C.[Ag]=O>[Si:3]([O:10][CH2:11][C:12]1[C:13]2[N:14]([N:20]=[C:21]([C:23]([F:24])([F:25])[F:26])[CH:22]=2)[C:15]([CH2:18][O:19][CH3:2])=[CH:16][CH:17]=1)([C:6]([CH3:9])([CH3:7])[CH3:8])([CH3:5])[CH3:4]. Reported procedure: Silver oxide (30.0 g) and iodomethane (16.1 mL) were added to a solution of the compound of Example 324 (9.53 g) in acetonitrile (300 mL). The mixture was stirred at room temperature for 85 hours. Subsequently, the mixture was filtered through Celite. The filtrate was concentrated and purified by silica gel column chromatography (hexane:ethyl acetate=15:1) to afford the title compound as a pale yellow powder (8.76 g).